Dataset: the Open Reaction Database (ORD), a public repository of structured organic reaction records. Task: describe an organic reaction: reactants, conditions, products, and yield Reactants: C1(=CC=CC2=CC=CC=C12)C(=O)Cl (naphthoylchloride), [Cl-].[Cl-].[Cl-].[Al+3] (aluminum trichloride), N1(CCOCC1)CCC1=NC=C2N1C=CC=C2 (3-(2-morpholin-4-yl-ethyl)-imidazo[1,5-a]pyridine). Run in ClCCCl (1,2-dichloroethane), ClCCCl (1,2-dichloroethane). Run at time 10 minute. The product is N1(CCOCC1)CCC1=NC(=C2N1C=CC=C2)C(=O)C2=CC=CC1=CC=CC=C21 ([3-(2-morpholin-4-yl-ethyl)-imidazo[1,5-a]pyridin-1-yl]-naphthalen-1-yl-methanone). Yield: 47.7%. RXN SMILES: [C:1]1([C:11](Cl)=[O:12])[C:10]2[C:5](=[CH:6][CH:7]=[CH:8][CH:9]=2)[CH:4]=[CH:3][CH:2]=1.[Cl-].[Cl-].[Cl-].[Al+3].[N:18]1([CH2:24][CH2:25][C:26]2[N:30]3[CH:31]=[CH:32][CH:33]=[CH:34][C:29]3=[CH:28][N:27]=2)[CH2:23][CH2:22][O:21][CH2:20][CH2:19]1>ClCCCl>[N:18]1([CH2:24][CH2:25][C:26]2[N:30]3[CH:31]=[CH:32][CH:33]=[CH:34][C:29]3=[C:28]([C:11]([C:1]3[C:10]4[C:5](=[CH:6][CH:7]=[CH:8][CH:9]=4)[CH:4]=[CH:3][CH:2]=3)=[O:12])[N:27]=2)[CH2:19][CH2:20][O:21][CH2:22][CH2:23]1 |f:1.2.3.4|. Reported procedure: To a solution of naphthoylchloride (0.28 mL, 1.85 mmol) in 1,2-dichloroethane (20 mL) was added aluminum trichloride (300 mg, 2.25 mmol). The mixture was allowed to stir for 10 min. then a solution of 3-(2-morpholin-4-yl-ethyl)-imidazo[1,5-a]pyridine (200 mg, 0.87 mmol) in 1,2-dichloroethane (5 mL) was added. The mixture was stirred at ambient temperature for 30 min. then washed with saturated aqueous sodium bicarbonate and the organic layer was dried over anhydrous sodium sulfate and concentrat... The reactants are [BH4-].[Na+] (NaBH4), C1(=CC=CC=C1)CNC(CC(CC(=O)O)C1=CC=CC=C1)=O (Beta-[2-[(phenyl)methylamino]-2-oxoethyl]benzenepropanoic acid), C(=O)(N1C=NC=C1)N1C=NC=C1 (carbonyldiimidazole), N,N-dimethylaminopyridine. Run in O (H2O), CCOC(=O)C (EtOAc), CCOCC (Et2O). Reaction conditions: time 15 minute. Product: OCCC(CC(=O)N(C1=CC=CC=C1)C)C1=CC=CC=C1 (Beta-(2-hydroxyethyl)-N-methyl-N-phenylbenzenepropanamide). Yield: 94.9%. Reaction SMILES: [C:1]1([CH2:7][NH:8][C:9](=[O:22])[CH2:10][CH:11]([C:16]2[CH:21]=[CH:20][CH:19]=[CH:18][CH:17]=2)[CH2:12][C:13]([OH:15])=O)[CH:6]=[CH:5][CH:4]=[CH:3]C=1.[C:23](N1C=CN=C1)(N1C=CN=C1)=O.[BH4-].[Na+]>CCOC(C)=O.O.CCOCC>[OH:15][CH2:13][CH2:12][CH:11]([C:16]1[CH:17]=[CH:18][CH:19]=[CH:20][CH:21]=1)[CH2:10][C:9]([N:8]([CH3:23])[C:7]1[CH:3]=[CH:4][CH:5]=[CH:6][CH:1]=1)=[O:22] |f:2.3|. Reported procedure: Beta-[2-[(phenyl)methylamino]-2-oxoethyl]benzenepropanoic acid (11.5 g) in EtOAc (225 mL) was treated with carbonyldiimidazole (11.68 g) and N,N-dimethylaminopyridine (1.0 g). The resulting solution was stirred at room temperature for 15 minutes and then heated at 50° C. for two hours. The reaction mixture was cooled to 0° C. and treated with a solution of NaBH4 (9.74 g) in H2O (150 mL), warmed slowly to room temperature and stirred for 12 hours. The reaction mixture was then diluted with Et2O a... Starting materials: Cc1[nH]cnc1CSCCN, CSc1ncc(Cc2ccc(Cl)cc2)c(=O)[nH]1, O. The product is Cc1[nH]cnc1CSCCNc1ncc(Cc2ccc(Cl)cc2)c(=O)[nH]1. As a reaction SMILES: [CH3:18][c:19]1[c:20]([CH2:24][S:25][CH2:26][CH2:27][NH2:28])[n:21][cH:22][nH:23]1.[Cl:1][c:2]1[cH:3][cH:4][c:5]([CH2:6][c:7]2[c:8](=[O:15])[nH:9][c:10]([S:13][CH3:14])[n:11][cH:12]2)[cH:16][cH:17]1.[OH2:29]>>[Cl:1][c:2]1[cH:3][cH:4][c:5]([CH2:6][c:7]2[c:8](=[O:15])[nH:9][c:10]([NH:28][CH2:27][CH2:26][S:25][CH2:24][c:20]3[c:19]([CH3:18])[nH:23][cH:22][n:21]3)[n:11][cH:12]2)[cH:16][cH:17]1. The reactants are [N-]=[N+]=[N-], [Na+], CN(C)C=O, COC(=O)C12OC(COS(=O)(=O)c3ccc(C)cc3)C(O)C1OC(C)(C)O2. Product: COC(=O)C12OC(CN=[N+]=[N-])C(O)C1OC(C)(C)O2. RXN SMILES: [N-:28]=[N+:29]=[N-:30].[Na+:31].[O:32]=[CH:33][N:34]([CH3:35])[CH3:36].[OH:1][CH:2]1[CH:3]([CH2:16][O:17][S:18]([c:19]2[cH:20][cH:21][c:22]([CH3:23])[cH:24][cH:25]2)(=[O:26])=[O:27])[O:4][C:5]2([C:12](=[O:13])[O:14][CH3:15])[O:6][C:7]([CH3:10])([CH3:11])[O:8][CH:9]12>>[OH:1][CH:2]1[CH:3]([CH2:16][N:28]=[N+:29]=[N-:30])[O:4][C:5]2([C:12](=[O:13])[O:14][CH3:15])[O:6][C:7]([CH3:10])([CH3:11])[O:8][CH:9]12. Reactants: O=C([O-])O, CCO, O=[N+]([O-])c1ccc2[nH]c3c(c2c1)CCCC3, [Na+], O, O, Cl[Sn]Cl. Yields the product Nc1ccc2[nH]c3c(c2c1)CCCC3. Reaction SMILES: [C:25](=[O:26])([OH:27])[O-:28].[CH3:17][CH2:18][OH:19].[N+:1]([O-:2])(=[O:3])[c:4]1[cH:5][c:6]2[c:7]3[c:12]([nH:13][c:14]2[cH:15][cH:16]1)[CH2:11][CH2:10][CH2:9][CH2:8]3.[Na+:29].[OH2:20].[OH2:21].[Sn:22]([Cl:23])[Cl:24]>>[NH2:1][c:4]1[cH:5][c:6]2[c:7]3[c:12]([nH:13][c:14]2[cH:15][cH:16]1)[CH2:11][CH2:10][CH2:9][CH2:8]3. The product is O=C(O)COc1cccc(C2CCCC(NCC(O)c3cccc(Cl)c3)C2)c1. Reactants: CCO, O=C([O-])COc1ccccc1C1CCCC(NCC(O)c2cccc(Cl)c2)C1, CCOC(=O)COc1cccc(C2CCCC(NCC(O)c3cccc(Cl)c3)C2)c1, [Na+], [Na+], [OH-]. Reaction SMILES: [CH3:62][CH2:63][OH:64].[Cl:1][c:2]1[cH:3][c:4]([CH:5]([OH:6])[CH2:7][NH:8][CH:9]2[CH2:10][CH2:11][CH2:12][CH:13]([c:14]3[cH:15][cH:16][cH:17][cH:18][c:19]3[O:20][CH2:21][C:22]([O-:23])=[O:24])[CH2:25]2)[cH:26][cH:27][cH:28]1.[Cl:30][c:31]1[cH:32][c:33]([CH:37]([CH2:38][NH:39][CH:40]2[CH2:41][CH:42]([c:46]3[cH:47][c:48]([O:52][CH2:53][C:54](=[O:55])[O:56][CH2:57][CH3:58])[cH:49][cH:50][cH:51]3)[CH2:43][CH2:44][CH2:45]2)[OH:59])[cH:34][cH:35][cH:36]1.[Na+:29].[Na+:61].[OH-:60]>>[Cl:30][c:31]1[cH:32][c:33]([CH:37]([CH2:38][NH:39][CH:40]2[CH2:41][CH:42]([c:46]3[cH:47][c:48]([O:52][CH2:53][C:54](=[O:55])[OH:56])[cH:49][cH:50][cH:51]3)[CH2:43][CH2:44][CH2:45]2)[OH:59])[cH:34][cH:35][cH:36]1. Reactants: [Br-].[Br-].[Br-].C(C1=CC=CC=C1)[N+](C)(C)C.C(C1=CC=CC=C1)[N+](C)(C)C.C(C1=CC=CC=C1)[N+](C)(C)C (Benzyltrimethylammonium tribromide), C(C)C1=CC(=NC=C1)NC(=S)NC1=CC=C(C=C1)C1=CN=CO1 (1-(4-Ethylpyridin-2-yl)-3-(4-(oxazol-5-yl)phenyl)thiourea), [OH-].[K+] (KOH). Solvent: O (water), C(C)(=O)O (acetic acid). Reaction conditions: temperature 50 celsius, time 1 hour. Product: C(C)C1=CC(=NC=C1)NC=1SC2=C(N1)C=CC(=C2)C2=CN=CO2 (N-(4-ethylpyridin-2-yl)-6-(oxazol-5-yl)benzo[d]thiazol-2-amine). Yield: 0.2%. As a reaction SMILES: [CH2:1]([C:3]1[CH:8]=[CH:7][N:6]=[C:5]([NH:9][C:10]([NH:12][C:13]2[CH:18]=[CH:17][C:16]([C:19]3[O:23][CH:22]=[N:21][CH:20]=3)=[CH:15][CH:14]=2)=[S:11])[CH:4]=1)[CH3:2].[Br-].[Br-].[Br-].C([N+](C)(C)C)C1C=CC=CC=1.C([N+](C)(C)C)C1C=CC=CC=1.C([N+](C)(C)C)C1C=CC=CC=1.[OH-].[K+]>C(O)(=O)C.O>[CH2:1]([C:3]1[CH:8]=[CH:7][N:6]=[C:5]([NH:9][C:10]2[S:11][C:18]3[CH:17]=[C:16]([C:19]4[O:23][CH:22]=[N:21][CH:20]=4)[CH:15]=[CH:14][C:13]=3[N:12]=2)[CH:4]=1)[CH3:2] |f:1.2.3.4.5.6,7.8|. Reported procedure: 1-(4-Ethylpyridin-2-yl)-3-(4-(oxazol-5-yl)phenyl)thiourea (0.27 g, 0.8 mmol) was dissolved in 5 mL of acetic acid. Benzyltrimethylammonium tribromide (320 mg, 0.821 mmol) was then added directly. The mixture was stirred at 50° C. for 1 hour. The mixture was cooled to 0° C. and diluted with 15 mL of water. The resulting solution was then made basic through addition of solid KOH pellets. The resulting precipitate was collected by vacuum filtration, washed with water and dried under vacuum to affor...